This data is from the Open Reaction Database (ORD), a public repository of structured organic reaction records. The task is: describe an organic reaction: reactants, conditions, products, and yield The reactants are Cl.C(C)N([C@H](CO)C)CC ((S)-2-Diethylaminopropanol hydrochloride). Run in S(=O)(Cl)Cl (thionyl chloride). Conditions: temperature 60 celsius. The product is Cl.C(C)N([C@H](CCl)C)CC ((S)-2-diethylamino-1-chloropropane hydrochloride). Isolated yield 164.3%. Reaction SMILES: [ClH:1].[CH2:2]([N:4]([CH2:9][CH3:10])[C@@H:5]([CH3:8])[CH2:6]O)[CH3:3]>S(Cl)(Cl)=O>[ClH:1].[CH2:2]([N:4]([CH2:9][CH3:10])[C@@H:5]([CH3:8])[CH2:6][Cl:1])[CH3:3] |f:0.1,3.4|. Reported procedure: (S)-2-Diethylaminopropanol hydrochloride (50 g) is added in small portions to thionyl chloride (110 cc) at 2° C. The solution obtained is then heated to 60° C. for 4 hours. Excess thionyl chloride is removed by distillation under reduced pressure (90 kPa) and ethyl ether (250 cc) is then added to the residue obtained. The resultant solid is filtered off, is rinsed with ethyl ether (300 cc) and is then recrystallized from methyl isobutyl ketone (150 cc). After filtration and washing with ethyl et... Yield: 63.9%. RXN SMILES: [Br:1][CH2:2][C:3]1[CH:8]=[CH:7][CH:6]=[CH:5][CH:4]=1.[NH2:9][C:10]1[CH:15]=[CH:14][CH:13]=[CH:12][N:11]=1>C1(C)C(C)=CC=CC=1>[Br-:1].[NH2:9][C:10]1[CH:15]=[CH:14][CH:13]=[CH:12][N+:11]=1[CH2:2][C:3]1[CH:8]=[CH:7][CH:6]=[CH:5][CH:4]=1 |f:3.4|. Product: [Br-].NC1=[N+](C=CC=C1)CC1=CC=CC=C1 (2-amino-1-(phenylmethyl)pyridinium bromide). Solvent: C=1(C(=CC=CC1)C)C (xylene). Starting materials: BrCC1=CC=CC=C1 (α-bromotoluene), NC1=NC=CC=C1 (2-aminopyridine). Procedure: A solution of α-bromotoluene (100.0 g), 2-aminopyridine (82.0 g) and 1000 ml of xylene are heated under reflux for 7 hours to give 99.1 g of the title compound, melting point 187°-190°C.